From a dataset of the Open Reaction Database (ORD), a public repository of structured organic reaction records. describe an organic reaction: reactants, conditions, products, and yield The reactants are CC1=NOC(=C1)CCCCCCCBr (7-(3-methylisoxazole-5-yl)heptylbromide), CN1N=NN=C1S (1-methyltetrazole thiol), C([O-])([O-])=O.[K+].[K+] (potassium carbonate). The solvent is CC(=O)C (acetone). The product is CN1N=NN=C1SCCCCCCCC1=CC(=NO1)C (5-[7-(1-methyltetrazol-5-yl)thioheptyl]-3-methyl isoxazole). Isolated yield 101.6%. Reaction SMILES: [CH3:1][C:2]1[CH:6]=[C:5]([CH2:7][CH2:8][CH2:9][CH2:10][CH2:11][CH2:12][CH2:13]Br)[O:4][N:3]=1.[CH3:15][N:16]1[C:20]([SH:21])=[N:19][N:18]=[N:17]1.C(=O)([O-])[O-].[K+].[K+]>CC(C)=O>[CH3:15][N:16]1[C:20]([S:21][CH2:13][CH2:12][CH2:11][CH2:10][CH2:9][CH2:8][CH2:7][C:5]2[O:4][N:3]=[C:2]([CH3:1])[CH:6]=2)=[N:19][N:18]=[N:17]1 |f:2.3.4|. Procedure details: 7-(3-methylisoxazole-5-yl)heptylbromide (520 mg, 0.002 mol) was added to a mixture of 1-methyltetrazole thiol (232 mg, 0.002 mol) and potassium carbonate (276 mg, 0.002 mol) in anhydrous acetone (20 ml) while stirring.The mixture was heated under reflux for 3 hours. After cooling, the mixturewas filtered and the filtrate was concentrated under reduced pressure. The residual oil as dissolved in dichloromethane (50 ml), washed with water (50 ml×2), with 5% aqueous solution of potassium hydroxide (...